The task is: describe an organic reaction: reactants, conditions, products, and yield. This data is from the Open Reaction Database (ORD), a public repository of structured organic reaction records. Reactants: Cl (HCl), C(C1=CC=CC=C1)OC1=CC(N(C=C1)C=1C=CC2=C(N(C=3CCN(CCC32)C(=O)OC(C)(C)C)C)N1)=O (tert-butyl 2-(4-(benzyloxy)-2-oxopyridin-1(2H)-yl)-10-methyl-5,8,9,10-tetrahydropyrido[3′,2′:4,5]pyrrolo[2,3-d]azepine-7(6H)-carboxylate). Solvent: CO (MeOH). Conditions: time 18 hour. The product is Cl.C(C1=CC=CC=C1)OC1=CC(N(C=C1)C=1C=CC2=C(N(C=3CCNCCC32)C)N1)=O (4-(Benzyloxy)-1-(10-methyl-5,6,7,8,9,10-hexahydropyrido[3′,2′:4,5]pyrrolo[2,3-d]azepin-2-yl)pyridin-2(1H)-one hydrochloride). As a reaction SMILES: [ClH:1].[CH2:2]([O:9][C:10]1[CH:15]=[CH:14][N:13]([C:16]2[CH:17]=[CH:18][C:19]3[C:28]4[CH2:27][CH2:26][N:25](C(OC(C)(C)C)=O)[CH2:24][CH2:23][C:22]=4[N:21]([CH3:36])[C:20]=3[N:37]=2)[C:12](=[O:38])[CH:11]=1)[C:3]1[CH:8]=[CH:7][CH:6]=[CH:5][CH:4]=1>CO>[ClH:1].[CH2:2]([O:9][C:10]1[CH:15]=[CH:14][N:13]([C:16]2[CH:17]=[CH:18][C:19]3[C:28]4[CH2:27][CH2:26][NH:25][CH2:24][CH2:23][C:22]=4[N:21]([CH3:36])[C:20]=3[N:37]=2)[C:12](=[O:38])[CH:11]=1)[C:3]1[CH:8]=[CH:7][CH:6]=[CH:5][CH:4]=1 |f:3.4|. Procedure: 1.25 M HCl in MeOH (4 mL) was added to tert-butyl 2-(4-(benzyloxy)-2-oxopyridin-1(2H)-yl)-10-methyl-5,8,9,10-tetrahydropyrido[3′,2′:4,5]pyrrolo[2,3-d]azepine-7(6H)-carboxylate (0.12 g, 0.24 mmol) and the resulting solution was stirred under N2 at ambient temperature for 18 h. The solution was concentrated to dryness to provide the title compound (0.11 g, quant.) as an orange solid: mp 180-185° C. dec; 1H NMR (500 MHz, DMSO-d6) δ 9.19 (s, 2H), 8.02 (d, J=8.5 Hz, 1H), 7.79 (d, J=7.5 Hz, 1H), 7.48-... Reactants: [N+](=O)([O-])C1=C2C(C=3CCCCC3C(C2=CC=C1)=O)=O (5-nitrotetrahydroanthraquinone), C1(CCCCC1)O (cyclohexanol), [H][H] (hydrogen). The reagents and catalysts are [Ni] (Raney-nickel). Conditions: temperature 100 celsius. Product: NC1=CC=CC=2C(C3=CC=CC=C3C(C12)=O)=O (1-aminoanthraquinone). The yield is 82.8%. Reaction SMILES: [N+:1]([C:4]1[CH:17]=[CH:16][CH:15]=[C:14]2[C:5]=1[C:6](=[O:19])[C:7]1[CH2:8][CH2:9][CH2:10][CH2:11][C:12]=1[C:13]2=[O:18])([O-])=O.C1(O)CCCCC1.[H][H]>[Ni]>[NH2:1][C:4]1[C:5]2[C:6](=[O:19])[C:7]3[C:12](=[CH:11][CH:10]=[CH:9][CH:8]=3)[C:13](=[O:18])[C:14]=2[CH:15]=[CH:16][CH:17]=1. Procedure: To a mixture of 12.8 grams of 5-nitrotetrahydroanthraquinone and 170 grams of cyclohexanol was added 0.3 gram of a Raney-nickel catalyst. Then, hydrogen was fed into the mixture while agitating at 100° C. for hydrogenation. After hydrogen was absorbed in an amount of 2 mols per mol of the nitro compound, the catalyst was separated by filtration. To the resultant filtrate was added 10 grams of a 20% aqueous sodium hydroxide solution, followed by agitating at 100° C. for 1 hour. Then, the reaction... The reactants are CN(C)CCN(C)C (TMEDA), C(C)(CC)[Li].CCCCCC (sec-butyllithium hexane), II (iodine), O(C1=CC=CC=C1)C1=C2C(N(C(C2=CC=C1)=O)C(C)(C1=CC=CC=C1)C)O (4-phenoxy-3-hydroxy-2-(1-methyl-1-phenylethyl)isoindolinone). Solvent: C1CCOC1 (THF). Yields the product O(C1=CC=CC=C1)C1=C2C(N(C(C2=C(C=C1)I)=O)C(C)(C1=CC=CC=C1)C)O (4-phenoxy-3-hydroxy-7-iodo-2-(1-methyl-1-phenylethyl)isoindolinone). Isolated yield 74.8%. Reaction SMILES: [O:1]([C:8]1[CH:16]=[CH:15][CH:14]=[C:13]2[C:9]=1[CH:10]([OH:27])[N:11]([C:18]([CH3:26])([C:20]1[CH:25]=[CH:24][CH:23]=[CH:22][CH:21]=1)[CH3:19])[C:12]2=[O:17])[C:2]1[CH:7]=[CH:6][CH:5]=[CH:4][CH:3]=1.CN(CCN(C)C)C.C([Li])(CC)C.CCCCCC.[I:47]I>C1COCC1>[O:1]([C:8]1[CH:16]=[CH:15][C:14]([I:47])=[C:13]2[C:9]=1[CH:10]([OH:27])[N:11]([C:18]([CH3:19])([C:20]1[CH:21]=[CH:22][CH:23]=[CH:24][CH:25]=1)[CH3:26])[C:12]2=[O:17])[C:2]1[CH:3]=[CH:4][CH:5]=[CH:6][CH:7]=1 |f:2.3|. Procedure: In a similar manner to Step 3 of Example 16, 4-phenoxy-3-hydroxy-2-(1-methyl-1-phenylethyl)isoindolinone (700 mg, 1.95 mmol) was dissolved in THF (28 mL), and the solution was treated with TMEDA (0.94 mL, 6.2 mmol), sec-butyllithium-hexane solution (1.01 mol/L, 6.20 mL, 6.24 mmol) and iodine (594 mg, 2.34 mmol), followed by purification by flash column chromatography (chloroform/methanol=100/0, 99/1) to obtain 4-phenoxy-3-hydroxy-7-iodo-2-(1-methyl-1-phenylethyl)isoindolinone (708 mg, yield 75%)... Reactants: CN(C)Cc1ccc(CSCCN)cc1, O=c1[nH]c(N[N+](=O)[O-])ncc1Cc1cccnc1. Yields the product CN(C)Cc1ccc(CSCCNc2ncc(Cc3cccnc3)c(=O)[nH]2)cc1. As a reaction SMILES: [CH3:1][N:2]([CH3:3])[CH2:4][c:5]1[cH:6][cH:7][c:8]([CH2:9][S:10][CH2:11][CH2:12][NH2:13])[cH:14][cH:15]1.[N+:16]([NH:17][c:20]1[n:21][cH:22][c:23]([CH2:27][c:28]2[cH:29][n:30][cH:31][cH:32][cH:33]2)[c:24](=[O:26])[nH:25]1)([O-:18])=[O:19]>>[CH3:1][N:2]([CH3:3])[CH2:4][c:5]1[cH:6][cH:7][c:8]([CH2:9][S:10][CH2:11][CH2:12][NH:13][c:20]2[n:21][cH:22][c:23]([CH2:27][c:28]3[cH:29][n:30][cH:31][cH:32][cH:33]3)[c:24](=[O:26])[nH:25]2)[cH:14][cH:15]1. Starting materials: C(C)=O (acetaldehyde), BrC(C(CC(=O)OCC)=O)C (ethyl 4-bromo-3-oxovalerate), N1CCCCC1 (piperidine). Solvent: C(Cl)Cl (methylene chloride), C(Cl)Cl (methylene chloride). Yields the product C(C)=C(C(=O)OCC)C(C(C)Br)=O (Ethyl 2-ethylidene-4-bromo-3-oxovalerate). Reaction SMILES: [Br:1][CH:2]([CH3:11])[C:3](=[O:10])[CH2:4][C:5]([O:7][CH2:8][CH3:9])=[O:6].[CH:12](=O)[CH3:13].N1CCCCC1>C(Cl)Cl>[CH:12](=[C:4]([C:3](=[O:10])[CH:2]([Br:1])[CH3:11])[C:5]([O:7][CH2:8][CH3:9])=[O:6])[CH3:13]. Procedure details: A solution of 100 g (0.45 mol) of ethyl 4-bromo-3-oxovalerate in 100 ml of absolute methylene chloride is cooled to -20° C. under nitrogen, and 50 g (1.12 mol) of acetaldehyde are added. 1 g of piperidine, dissolved in 10 ml of methylene chloride, is then added dropwise at -20° C. Starting materials: N#Cc1ccc(-c2ccc(O)cc2)cc1, CCCCCC(=O)O, [Cl-], c1ccncc1, c1ccccc1. Product: CCCCCC(=O)Oc1ccc(-c2ccc(C#N)cc2)cc1. Reaction SMILES: [C:1](#[N:2])[c:3]1[cH:4][cH:5][c:6](-[c:9]2[cH:10][cH:11][c:12]([OH:15])[cH:13][cH:14]2)[cH:7][cH:8]1.[C:23]([CH2:24][CH2:25][CH2:26][CH2:27][CH3:28])(=[O:29])[OH:30].[Cl-:22].[cH:16]1[cH:17][cH:18][n:19][cH:20][cH:21]1.[cH:31]1[cH:32][cH:33][cH:34][cH:35][cH:36]1>>[C:1](#[N:2])[c:3]1[cH:4][cH:5][c:6](-[c:9]2[cH:10][cH:11][c:12]([O:15][C:23]([CH2:24][CH2:25][CH2:26][CH2:27][CH3:28])=[O:29])[cH:13][cH:14]2)[cH:7][cH:8]1. The reactants are ClC1=CC=C2C=CN(C2=C1)CC#N ((6-chloro-indol-1-yl)-acetonitrile), [Cl-].ClC(Cl)=[N+](C)C (dichloromethylene dimethylammonium chloride), O (water). Solvent: C(C)#N (acetonitrile). The product is CN(C(=O)C1=CN(C2=CC(=CC=C12)Cl)CC#N)C (6-chloro-1-cyanomethyl-1H-indole-3-carboxylic acid dimethylamide). The yield is 46.0%. As a reaction SMILES: [Cl:1][C:2]1[CH:10]=[C:9]2[C:5]([CH:6]=[CH:7][N:8]2[CH2:11][C:12]#[N:13])=[CH:4][CH:3]=1.[Cl-].Cl[C:16](=[N+:18]([CH3:20])[CH3:19])Cl.[OH2:21]>C(#N)C>[CH3:19][N:18]([CH3:20])[C:16]([C:6]1[C:5]2[C:9](=[CH:10][C:2]([Cl:1])=[CH:3][CH:4]=2)[N:8]([CH2:11][C:12]#[N:13])[CH:7]=1)=[O:21] |f:1.2|. Procedure details: To a solution of (6-chloro-indol-1-yl)-acetonitrile (0.446 g, 2.34 mmole) in acetonitrile (30 ml) was added dichloromethylene dimethylammonium chloride (phosgene imminium chloride) (0.418 g, 2.57 mmole). The reaction mixture was brought to reflux for 14 h and then poured into water (100 ml). The mixture was extracted into ethyl acetate and purified by column chromatography (silica gel, hexane:ethyl acetate 3:7) to afford the desired 6-chloro-1-cyanomethyl-1H-indole-3-carboxylic acid dimethylamid...